The task is: describe an organic reaction: reactants, conditions, products, and yield. This data is from the Open Reaction Database (ORD), a public repository of structured organic reaction records. Reactants: C1(=CC=CC2=CC=CC=C12)\C=C/1\C(C#CCCCCC#C1)O ((E)-4-(1′-Naphthylmethylidene)cyclodeca-1,5-diyn-3-ol), C(C1=CC=CC=C1)OCC(=O)Cl (benzyloxyacetyl chloride). Reagents/catalysts: CN(C)C=1C=CN=CC1 (DMAP). Conditions: time 4 hour. Product: C(C1=CC=CC=C1)OCC(=O)OC/1C#CCCCCC#C\C1=C/C1=CC=CC2=CC=CC=C12 ((E)-3-(Benzyloxy)acetoxy4-(1′-naphthylmethylidene)cyclodeca-1,5-diyne). Yield: 71.1%. Reaction SMILES: [C:1]1(/[CH:11]=[C:12]2/[CH:13]([OH:22])[C:14]#[C:15][CH2:16][CH2:17][CH2:18][CH2:19][C:20]#[C:21]/2)[C:10]2[C:5](=[CH:6][CH:7]=[CH:8][CH:9]=2)[CH:4]=[CH:3][CH:2]=1.[CH2:23]([O:30][CH2:31][C:32](Cl)=[O:33])[C:24]1[CH:29]=[CH:28][CH:27]=[CH:26][CH:25]=1>CN(C1C=CN=CC=1)C>[CH2:23]([O:30][CH2:31][C:32]([O:22][CH:13]1[C:14]#[C:15][CH2:16][CH2:17][CH2:18][CH2:19][C:20]#[C:21]/[C:12]/1=[CH:11]\[C:1]1[C:10]2[C:5](=[CH:6][CH:7]=[CH:8][CH:9]=2)[CH:4]=[CH:3][CH:2]=1)=[O:33])[C:24]1[CH:29]=[CH:28][CH:27]=[CH:26][CH:25]=1. Reported procedure: To a solution of Compound 20b (12.1 mg, 4.37×10−2 mmol) and DMAP (57.5 mg, 0.44 mmol) in dry Ch2Cl2 (5 mL) cooled in an ice-water bath was added benzyloxyacetyl chloride (16.1 mg, 8.74×10−2 mmol) followed by stirring at room temperature for 4 hours. The reaction mixture was concentrated under reduced pressure and the residue was purified by flash column chromatography (silica gel, 20 percent EtOAc in hexane) to give 13.5 mg (73 percent) of Compound 38: pale yellow oil; Rf=0.52 (20 percent EtOAc ... Starting materials: [BH4-], CCO, CCN(C(=O)Cc1ccc(S(C)(=O)=O)cc1)C1CCN(CCC(=O)c2ccc(F)c(F)c2)CC1, [Na+]. Product: CCN(C(=O)Cc1ccc(S(C)(=O)=O)cc1)C1CCN(CCC(O)c2ccc(F)c(F)c2)CC1. Reaction SMILES: [BH4-:1].[CH3:37][CH2:38][OH:39].[F:3][c:4]1[cH:5][c:6]([C:11]([CH2:12][CH2:13][N:14]2[CH2:15][CH2:16][CH:17]([N:20]([C:21]([CH2:22][c:23]3[cH:24][cH:25][c:26]([S:29](=[O:30])(=[O:31])[CH3:32])[cH:27][cH:28]3)=[O:33])[CH2:34][CH3:35])[CH2:18][CH2:19]2)=[O:36])[cH:7][cH:8][c:9]1[F:10].[Na+:2]>>[F:3][c:4]1[cH:5][c:6]([CH:11]([CH2:12][CH2:13][N:14]2[CH2:15][CH2:16][CH:17]([N:20]([C:21]([CH2:22][c:23]3[cH:24][cH:25][c:26]([S:29](=[O:30])(=[O:31])[CH3:32])[cH:27][cH:28]3)=[O:33])[CH2:34][CH3:35])[CH2:18][CH2:19]2)[OH:36])[cH:7][cH:8][c:9]1[F:10]. The reactants are ClC1=CC(=CC=C1)C(=O)OO (m-chloroperbenzoic acid), peracid, S(=S)(=O)([O-])[O-].[Na+].[Na+] (sodium thiosulfate), C1(=CC=CC=C1)SCC1(CC1)C(C)(C)O (1-Benzenesulfenylmethyl-1-(2-hydroxy-2-propyl)cyclopropane), C([O-])(O)=O.[Na+] (sodium bicarbonate), [I-].[K+] (potassium iodide). Run in ClCCl (dichloromethane), O (water). Yields the product C1(=CC=CC=C1)S(=O)(=O)CC1(CC1)C(C)(C)O (1-Benzenesulfonylmethyl-1-(2-hydroxy-2-propyl)cyclopropane). RXN SMILES: C1(S[CH2:8][C:9]2([C:12]([OH:15])([CH3:14])[CH3:13])[CH2:11][CH2:10]2)C=CC=CC=1.C(=O)(O)[O-].[Na+].Cl[C:22]1[CH:27]=[CH:26][CH:25]=[C:24](C(OO)=O)[CH:23]=1.[S:32]([O-:36])([O-])(=[O:34])=S.[Na+].[Na+].[I-].[K+]>ClCCl.O>[C:22]1([S:32]([CH2:8][C:9]2([C:12]([OH:15])([CH3:14])[CH3:13])[CH2:11][CH2:10]2)(=[O:36])=[O:34])[CH:23]=[CH:24][CH:25]=[CH:26][CH:27]=1 |f:1.2,4.5.6,7.8|. Reported procedure: To a solution of 7 (4.83 g, 21.3 mmol) in dichloromethane (50 mL) was added sodium bicarbonate (10.1 g, 120 mmol) and water (65 mL) and the mixture was stirred vigorously in an ice bath. To the mixture was added m-chloroperbenzoic acid (ca. 85%, 10.4 g, 51.2 mmol) portionwise and the mixture was stirred for 20 min. The excess amount of peracid was decomposed with sodium thiosulfate solution in the presence of potassium iodide. The organic layer was separated and the aqueous layer was extracted w...